Dataset: the Open Reaction Database (ORD), a public repository of structured organic reaction records. Task: describe an organic reaction: reactants, conditions, products, and yield Starting materials: FC1=C(C=C(C=C1)C)[N+](=O)[O-] (4-Fluro-3-nitrotoluene), [N+](=O)([O-])CC (nitroethane), C1CCC2=NCCCN2CC1 (DBU). The solvent is C(C)(=O)OCC (ethyl acetate). Conditions: time 8 hour. Yields the product CC1=CC(=C(C=C1)C(C)=O)[N+](=O)[O-] (4-methyl-2-nitrophenylethanone). Isolated yield 83.1%. RXN SMILES: F[C:2]1[CH:7]=[CH:6][C:5]([CH3:8])=[CH:4][C:3]=1[N+:9]([O-:11])=[O:10].[N+](CC)([O-])=[O:13].[CH2:17]1[CH2:27]CN2C(=NCCC2)CC1>C(OCC)(=O)C>[CH3:8][C:5]1[CH:6]=[CH:7][C:2]([C:27](=[O:13])[CH3:17])=[C:3]([N+:9]([O-:11])=[O:10])[CH:4]=1. Procedure: 4-Fluro-3-nitrotoluene (7.5 g, 48.4 mmol) is treated with a solution of nitroethane (15.2 mL, 200 mmol) in ethyl acetate (100 mL) and DBU (21 mL, 145 mmol) and stirred overnight at ambient temperature. The solution is concentrated under vacuum, diluted with methanol, treated with 30% H2O2 (25 mL) and 10% sodium bicarbonate (25 ml) and stirred overnight at ambient temperature. The reaction mixture is concentrated in vacuo, acidified with 5% HCl and extracted with methylene chloride. The organic l...